This data is from the Open Reaction Database (ORD), a public repository of structured organic reaction records. The task is: describe an organic reaction: reactants, conditions, products, and yield Procedure: Synthesized from 2-fluoro-4-{2-[5-methoxy-2-(6-methoxy-1,2,3,4-tetrahydronaphthalen-2-yl)phenyl]ethyl}phenol and 1-(2-chloroethyl)piperidine hydrochloride according to an analogous synthetic method to Preparation Example 40, 1-{2-{2-fluoro-4-{2-[5-methoxy-2-(6-methoxy-1,2,3,4-tetrahydronaphthalen-2-yl)phenyl]ethyl}phenoxy}ethyl}piperidine (175 mg) was used according to an analogous synthetic method to Example 111 to provide the title compound (123 mg). Yields the product FC=1C=C(C=CC1OCCN1CCCCC1)CCC1=C(C=CC(=C1)O)C1CC=2C=CC(=CC2CC1)O (6-{2-{2-[3-Fluoro-4-(2-piperidin-1-ylethoxy)phenyl]ethyl}-4-hydroxyphenyl}-5,6,7,8-tetrahydronaphthalen-2-ol). Yield: 74.3%. Starting materials: FC1=C(C=CC(=C1)CCC1=C(C=CC(=C1)OC)C1CC2=CC=C(C=C2CC1)OC)O (2-fluoro-4-{2-[5-methoxy-2-(6-methoxy-1,2,3,4-tetrahydronaphthalen-2-yl)phenyl]ethyl}phenol), Cl.ClCCN1CCCCC1 (1-(2-chloroethyl)piperidine hydrochloride), FC1=C(OCCN2CCCCC2)C=CC(=C1)CCC1=C(C=CC(=C1)OC)C1CC2=CC=C(C=C2CC1)OC (1-{2-{2-fluoro-4-{2-[5-methoxy-2-(6-methoxy-1,2,3,4-tetrahydronaphthalen-2-yl)phenyl]ethyl}phenoxy}ethyl}piperidine). Reaction SMILES: FC1C=C(CCC2C=C(OC)C=CC=2C2CCC3C(=CC=C(OC)C=3)C2)C=CC=1O.Cl.ClCCN1CCCCC1.[F:41][C:42]1[CH:56]=[C:55]([CH2:57][CH2:58][C:59]2[CH:64]=[C:63]([O:65]C)[CH:62]=[CH:61][C:60]=2[CH:67]2[CH2:76][CH2:75][C:74]3[C:69](=[CH:70][CH:71]=[C:72]([O:77]C)[CH:73]=3)[CH2:68]2)[CH:54]=[CH:53][C:43]=1[O:44][CH2:45][CH2:46][N:47]1[CH2:52][CH2:51][CH2:50][CH2:49][CH2:48]1>>[F:41][C:42]1[CH:56]=[C:55]([CH2:57][CH2:58][C:59]2[CH:64]=[C:63]([OH:65])[CH:62]=[CH:61][C:60]=2[CH:67]2[CH2:76][CH2:75][C:74]3[CH:73]=[C:72]([OH:77])[CH:71]=[CH:70][C:69]=3[CH2:68]2)[CH:54]=[CH:53][C:43]=1[O:44][CH2:45][CH2:46][N:47]1[CH2:52][CH2:51][CH2:50][CH2:49][CH2:48]1 |f:1.2|. Reactants: BrC1=C(C=C(OCCN2CCCC2)C=C1C)C (1-[2-(4-bromo-3,5-dimethyl-phenoxy)-ethyl]-pyrrolidine), [Li]CCCC (n-BuLi), CN(C)C=O (DMF). The solvent is C1CCOC1 (THF). Run at temperature -78 celsius, time 30 minute. Product: CC1=C(C=O)C(=CC(=C1)OCCN1CCCC1)C (2,6-dimethyl-4-(2-pyrrolidin-1-yl-ethoxy)-benzaldehyde). RXN SMILES: Br[C:2]1[C:15]([CH3:16])=[CH:14][C:5]([O:6][CH2:7][CH2:8][N:9]2[CH2:13][CH2:12][CH2:11][CH2:10]2)=[CH:4][C:3]=1[CH3:17].[Li]CCCC.CN([CH:26]=[O:27])C>C1COCC1>[CH3:17][C:3]1[CH:4]=[C:5]([O:6][CH2:7][CH2:8][N:9]2[CH2:13][CH2:12][CH2:11][CH2:10]2)[CH:14]=[C:15]([CH3:16])[C:2]=1[CH:26]=[O:27]. Reported procedure: To a solution of 1-[2-(4-bromo-3,5-dimethyl-phenoxy)-ethyl]-pyrrolidine (176 mg) in THF (5 mL) was added n-BuLi (1.36 mL, 1.0 M solution in hexane) at −78° C. The mixture was stirred at −78° C. for 30 min, allowed to warm up to −40° C. for 5 min, and then cooled down to at −78° C. After 20 min. DMF (0.24 mL) was added. The mixture was stirred at −78° C. for 30 min and then allowed to warm up to room temperature for 1 h. The reaction was quenched with saturated NH4Cl aqueous solution and extracte... The reactants are Cc1cc(C(=O)N2Cc3cnn(C)c3Nc3ccccc32)ccc1C=CC(=O)OC(C)(C)C, ClCCl, O=C(O)C(F)(F)F. Yields the product Cc1cc(C(=O)N2Cc3cnn(C)c3Nc3ccccc32)ccc1C=CC(=O)O. As a reaction SMILES: [C:8]([CH3:9])([CH3:10])([CH3:11])[O:12][C:13]([CH:14]=[CH:15][c:16]1[c:17]([CH3:39])[cH:18][c:19]([C:22](=[O:23])[N:24]2[c:25]3[c:26]([cH:35][cH:36][cH:37][cH:38]3)[NH:27][c:28]3[n:29]([CH3:34])[n:30][cH:31][c:32]3[CH2:33]2)[cH:20][cH:21]1)=[O:40].[Cl:41][CH2:42][Cl:43].[OH:1][C:2]([C:3]([F:4])([F:5])[F:6])=[O:7]>>[O:12]=[C:13]([CH:14]=[CH:15][c:16]1[c:17]([CH3:39])[cH:18][c:19]([C:22](=[O:23])[N:24]2[c:25]3[c:26]([cH:35][cH:36][cH:37][cH:38]3)[NH:27][c:28]3[n:29]([CH3:34])[n:30][cH:31][c:32]3[CH2:33]2)[cH:20][cH:21]1)[OH:40].